From a dataset of the Open Reaction Database (ORD), a public repository of structured organic reaction records. describe an organic reaction: reactants, conditions, products, and yield Starting materials: Brc1ccccn1, C1CCOC1, [Li]CCCC, CCOCC, C[Si](C)(C)Cl, Cl, Nc1ccc(Cl)cc1C(=O)O. Yields the product Nc1ccc(Cl)cc1C(=O)c1ccccn1. Reaction SMILES: [Br:1][c:2]1[cH:3][cH:4][cH:5][cH:6][n:7]1.[CH2:35]1[O:36][CH2:37][CH2:38][CH2:39]1.[CH2:8]([Li:9])[CH2:10][CH2:11][CH3:12].[CH3:30][CH2:31][O:32][CH2:33][CH3:34].[Cl:24][Si:25]([CH3:26])([CH3:27])[CH3:28].[ClH:29].[NH2:13][c:14]1[c:15]([C:16](=[O:17])[OH:18])[cH:19][c:20]([Cl:23])[cH:21][cH:22]1>>[c:2]1([C:16]([c:15]2[c:14]([NH2:13])[cH:22][cH:21][c:20]([Cl:23])[cH:19]2)=[O:17])[cH:3][cH:4][cH:5][cH:6][n:7]1. Run in C(Cl)(Cl)Cl (chloroform). The reactants are C1(=CC=CC=C1)[C@H](C)NC1=NC(=CC(=N1)O)C (2-[(S)-1-phenylethylamino]-4-hydroxy-6-methylpyrimidine), [Cl-].ClC=[N+](C)C ((chloromethylene)dimethylammonium chloride). Isolated yield 18.3%. Procedure: To a solution of 2-[(S)-1-phenylethylamino]-4-hydroxy-6-methylpyrimidine (100 mg, 0.436 mmol, 1 eq) in chloroform (2 mL) was added (chloromethylene)dimethylammonium chloride (Vilsmeier reagent) (55.9 mg, 0.436 mmol, 1 eq). After 1 hour the solvent was removed under reduced pressure. The product was purified by silica gel chromatography (eluted with 3:1 hexanes/acetone) to give 19.8 mg of the title compound. Mass spectrum (NH3/CI): 248.1 (M+1). Product: C1(=CC=CC=C1)[C@H](C)NC1=NC(=CC(=N1)Cl)C (2-[(S)-1-Phenylethylamino]-4-chloro-6-methylpyrimidine). As a reaction SMILES: [C:1]1([C@@H:7]([NH:9][C:10]2[N:15]=[C:14](O)[CH:13]=[C:12]([CH3:17])[N:11]=2)[CH3:8])[CH:6]=[CH:5][CH:4]=[CH:3][CH:2]=1.[Cl-].[Cl:19]C=[N+](C)C>C(Cl)(Cl)Cl>[C:1]1([C@@H:7]([NH:9][C:10]2[N:15]=[C:14]([Cl:19])[CH:13]=[C:12]([CH3:17])[N:11]=2)[CH3:8])[CH:6]=[CH:5][CH:4]=[CH:3][CH:2]=1 |f:1.2|.